This data is from the Open Reaction Database (ORD), a public repository of structured organic reaction records. The task is: describe an organic reaction: reactants, conditions, products, and yield The reactants are C(CCl)Cl (EDC), Cl.O=C1CCC=2C=C(C=NC2N1)/C=C/C(=O)O ((E)-3-(7-oxo-5,6,7,8-tetrahydro-1,8-naphthyridin-3-yl)acrylic acid hydrochloride salt), OCCN1C=C(C2=CC=CC=C12)CNC (1-(2-hydroxyethyl)-3-(methylaminomethyl)-1H-indole), C=1C=CC2=C(C1)N=NN2O.O (HOBt H2O), C(C)(C)N(CC)C(C)C (diisopropylethylamine). The solvent is CN(C)C=O (DMF). Reaction conditions: time 8 hour. Product: OCCN1C=C(C2=CC=CC=C12)CN(C(\C=C\C=1C=NC=2NC(CCC2C1)=O)=O)C ((E)-N-[1-(2-hydroxyethyl)-1H-indol-3-ylmethyl]-N-methyl-3-(7-oxo-5,6,7,8-tetrahydro-1,8-naphthyridin-3-yl)acrylamide). The yield is 27.1%. RXN SMILES: C(Cl)CCl.Cl.[O:6]=[C:7]1[NH:16][C:15]2[N:14]=[CH:13][C:12](/[CH:17]=[CH:18]/[C:19]([OH:21])=O)=[CH:11][C:10]=2[CH2:9][CH2:8]1.[OH:22][CH2:23][CH2:24][N:25]1[C:33]2[C:28](=[CH:29][CH:30]=[CH:31][CH:32]=2)[C:27]([CH2:34][NH:35][CH3:36])=[CH:26]1.C1C=CC2N(O)N=NC=2C=1.O.C(N(C(C)C)CC)(C)C>CN(C=O)C>[OH:22][CH2:23][CH2:24][N:25]1[C:33]2[C:28](=[CH:29][CH:30]=[CH:31][CH:32]=2)[C:27]([CH2:34][N:35]([CH3:36])[C:19](=[O:21])/[CH:18]=[CH:17]/[C:12]2[CH:13]=[N:14][C:15]3[NH:16][C:7](=[O:6])[CH2:8][CH2:9][C:10]=3[CH:11]=2)=[CH:26]1 |f:1.2,4.5|. Reported procedure: EDC (0.54 g, 2.80 mmole) was added to a solution of (E)-3-(7-oxo-5,6,7,8-tetrahydro-1,8-naphthyridin-3-yl)acrylic acid hydrochloride salt (0.71 g, 2.80 mmole), 1-(2-hydroxyethyl)-3-(methylaminomethyl)-1H-indole (0.52 g, 2.55 mmole), HOBt H2O (0.38 g., 2.80 mmole) and diisopropylethylamine (1.11 mL, 6.40 mmole) in DMF (25 mL) at RT. The reaction was stirred overnight then was concentrated in vacuo. The residue was diluted with water and extracted with ethyl acetate. The combined organic extracts ... The solvent is ClCCl (dichloromethane). Reactants: FC1=C(C(=CC=C1F)F)O (2,3,6-trifluorophenol), BrBr (bromine). Product: BrC1=C(C(=C(C(=C1)F)O)F)F (4-bromo-2,3,6-trifluorophenol). Reported procedure: 10 g (0.0678 mol) of 2,3,6-trifluorophenol (prepared according to Examples 1a and 1b) are dissolved in 50 ml of dichloromethane, and this solution is admixed at 20° C. with 13 g (0.0811 mol) of bromine. After mixing by shaking, the mixture is left standing for 7 days. Reaction SMILES: [F:1][C:2]1[C:7]([F:8])=[CH:6][CH:5]=[C:4]([F:9])[C:3]=1[OH:10].[Br:11]Br>ClCCl>[Br:11][C:6]1[CH:5]=[C:4]([F:9])[C:3]([OH:10])=[C:2]([F:1])[C:7]=1[F:8]. Run at time 7 day.